This data is from the Open Reaction Database (ORD), a public repository of structured organic reaction records. The task is: describe an organic reaction: reactants, conditions, products, and yield Starting materials: CCOC(C)=O, ClCCl, O=C(O)C(F)(F)F, [Na+], [OH-], CC(C)(C)OC(=O)N1CCc2ccc(NC(=O)c3sccc3NCc3ccnc4ccccc34)cc21. The product is O=C(Nc1ccc2c(c1)NCC2)c1sccc1NCc1ccnc2ccccc12. As a reaction SMILES: [CH3:49][CH2:50][O:51][C:52]([CH3:53])=[O:54].[Cl:8][CH2:9][Cl:10].[F:1][C:2]([F:3])([F:4])[C:5]([OH:6])=[O:7].[Na+:48].[OH-:47].[n:11]1[cH:12][cH:13][c:14]([CH2:21][NH:22][c:23]2[c:24]([C:28](=[O:29])[NH:30][c:31]3[cH:32][cH:33][c:34]4[c:38]([cH:39]3)[N:37]([C:40]([O:41][C:42]([CH3:43])([CH3:44])[CH3:45])=[O:46])[CH2:36][CH2:35]4)[s:25][cH:26][cH:27]2)[c:15]2[cH:16][cH:17][cH:18][cH:19][c:20]12>>[n:11]1[cH:12][cH:13][c:14]([CH2:21][NH:22][c:23]2[c:24]([C:28](=[O:29])[NH:30][c:31]3[cH:32][cH:33][c:34]4[c:38]([cH:39]3)[NH:37][CH2:36][CH2:35]4)[s:25][cH:26][cH:27]2)[c:15]2[cH:16][cH:17][cH:18][cH:19][c:20]12.